This data is from the Open Reaction Database (ORD), a public repository of structured organic reaction records. The task is: describe an organic reaction: reactants, conditions, products, and yield Starting materials: C[C@@](CC)(C(=O)NC=1C=NC(=NC1)OC1=C2C(CCOC2=CC=C1)C)NC(OC(C)(C)C)=O (1,1-dimethylethyl {(1R)-1-methyl-1-[({2-[(4-methyl-3,4-dihydro-2H-chromen-5-yl)oxy]-5-pyrimidinyl}amino)carbonyl]propyl}carbamate), C[C@@](CC)(C(=O)NC=1C=NC(=NC1)OC1=C2C(CCOC2=CC=C1)C)NC(OC(C)(C)C)=O (1,1-dimethylethyl {(1R)-1-methyl-1-[({2-[(4-methyl-3,4-dihydro-2H-chromen-5-yl)oxy]-5-pyrimidinyl}amino)carbonyl]propyl}carbamate), C(=O)(C(F)(F)F)O (TFA). Solvent: ClCCl (Dichloromethane). Reaction conditions: time 3 hour. Yields the product CC1CCOC2=CC=CC(=C12)OC1=NC=C(C=N1)NC([C@@](N)(CC)C)=O (N1-{2-[(4-methyl-3,4-dihydro-2H-chromen-5-yl)oxy]-5-pyrimidinyl}-D-isovalinamide). The yield is 99.9%. As a reaction SMILES: [CH3:1][C@:2]([NH:26]C(=O)OC(C)(C)C)([C:5]([NH:7][C:8]1[CH:9]=[N:10][C:11]([O:14][C:15]2[CH:24]=[CH:23][CH:22]=[C:21]3[C:16]=2[CH:17]([CH3:25])[CH2:18][CH2:19][O:20]3)=[N:12][CH:13]=1)=[O:6])[CH2:3][CH3:4].C(O)(C(F)(F)F)=O>ClCCl>[CH3:25][CH:17]1[C:16]2[C:21](=[CH:22][CH:23]=[CH:24][C:15]=2[O:14][C:11]2[N:12]=[CH:13][C:8]([NH:7][C:5](=[O:6])[C@:2]([CH3:1])([CH2:3][CH3:4])[NH2:26])=[CH:9][N:10]=2)[O:20][CH2:19][CH2:18]1. Reported procedure: To a solution of 1,1-dimethylethyl {(1R)-1-methyl-1-[({2-[(4-methyl-3,4-dihydro-2H-chromen-5-yl)oxy]-5-pyrimidinyl}amino)carbonyl]propyl}carbamate (Intermediate 218, 100 mg, 0.219 mmol) in dry Dichloromethane (5 mL), cooled to 0° C., TFA (1 mL, 12.98 mmol) was added dropwise. The reaction mixture was stirred at that temperature for 3 hours, then it was allowed to reach the room temperature and stirred at that temperature for 2 hours. Volatiles were evaporated and the residue was diluted with DCM... Reactants: C(C1=CC=CC=C1)OC1=C2C(=CNC2=CC=C1)C=O (4-benzyloxy-3-formylindole), [H-].[Na+] (sodium hydride), O (water). The reagents and catalysts are [Cl-].C(C1=CC=CC=C1)[P+](C1=CC=CC=C1)(C1=CC=CC=C1)C1=CC=CC=C1 (benzyltriphenylphosphonium chloride). Run in CS(=O)C (dimethyl sulfoxide). Reaction conditions: temperature 65 celsius, time 1 hour. Product: C(C1=CC=CC=C1)OC1=C2C(=CNC2=CC=C1)\C=C\C1=CC=CC=C1 (4-Benzyloxy-3-[(E)-2-phenylvinyl]indole). The yield is 197.7%. RXN SMILES: [H-].[Na+].[CH2:3]([O:10][C:11]1[CH:19]=[CH:18][CH:17]=[C:16]2[C:12]=1[C:13]([CH:20]=O)=[CH:14][NH:15]2)[C:4]1[CH:9]=[CH:8][CH:7]=[CH:6][CH:5]=1.O>CS(C)=O.[Cl-].C([P+](C1C=CC=CC=1)(C1C=CC=CC=1)C1C=CC=CC=1)C1C=CC=CC=1>[CH2:3]([O:10][C:11]1[CH:19]=[CH:18][CH:17]=[C:16]2[C:12]=1[C:13](/[CH:20]=[CH:3]/[C:4]1[CH:9]=[CH:8][CH:7]=[CH:6][CH:5]=1)=[CH:14][NH:15]2)[C:4]1[CH:9]=[CH:8][CH:7]=[CH:6][CH:5]=1 |f:0.1,5.6|. Reported procedure: To a suspension of sodium hydride (60%, 48 mg) in dimethyl sulfoxide (3 mL) was added benzyltriphenylphosphonium chloride (0.47 g), and the mixture was stirred at 65° C. for 1 hour. The reaction mixture was cooled in ice. To the mixture was added 4-benzyloxy-3-formylindole (0.25 g), and the mixture was stirred at 85° C. for 3 hours. The reaction mixture was cooled to room temperature. To the mixture was added water, and the mixture was extracted with ethyl acetate (three times). The extract was ...